Dataset: the Open Reaction Database (ORD), a public repository of structured organic reaction records. Task: describe an organic reaction: reactants, conditions, products, and yield Starting materials: COC(CCC(=O)C1=C(C=C(C=C1B1OC(C(O1)(C)C)(C)C)OC)C)=O (4-[4-methoxy-2-methyl-6-(4,4,5,5-tetramethyl-[1,3,2]dioxaborolan-2-yl)-phenyl]-4-oxo-butyric acid methyl ester), [BH4-].[Na+] (NaBH4), C(C1=CC=CC=C1)OB(O)O (benzyl boric acid). Run in CO (MeOH). Conditions: temperature 0 celsius, time 30 minute. Product: COC(CCC1C2=C(B(O1)O)C=C(C=C2C)OC)=O (3-(1-hydroxy-6-methoxy-4-methyl-1,3-dihydro-benzo[c][1,2]oxaborol-3-yl)-propionic acid methyl ester). The yield is 69.6%. As a reaction SMILES: [CH3:1][O:2][C:3](=[O:26])[CH2:4][CH2:5][C:6]([C:8]1[C:13]([B:14]2[O:18]C(C)(C)C(C)(C)[O:15]2)=[CH:12][C:11]([O:23][CH3:24])=[CH:10][C:9]=1[CH3:25])=O.[BH4-].[Na+].C(OB(O)O)C1C=CC=CC=1>CO>[CH3:1][O:2][C:3](=[O:26])[CH2:4][CH2:5][CH:6]1[O:18][B:14]([OH:15])[C:13]2[CH:12]=[C:11]([O:23][CH3:24])[CH:10]=[C:9]([CH3:25])[C:8]1=2 |f:1.2|. Procedure: To a solution of 4-[4-methoxy-2-methyl-6-(4,4,5,5-tetramethyl-[1,3,2]dioxaborolan-2-yl)-phenyl]-4-oxo-butyric acid methyl ester (0.33 g, 0.87 mmol) in MeOH (3 mL) was added NaBH4 (0.073 g, 1.92 mmol) at 0° C. The reaction mixture was stirred at 0° C. for 30 minutes, quenched with 6 N HCl and extracted with EtOAc. The organic extracts were dried and concentrated in vacuo. The residue was dissolved in CH3CN and treated with polymer-bounded benzyl boric acid (2 equiv) for 2 hours. The mixture was f... Reactants: C(C)(C)(C)OC(N(C)C1=C2C(=C3C(=N1)NC(=C3)C3=NC(=CC=C3)NC(C)=O)N(C=N2)C)=O (tert-butyl-7-(6-acetamidopyridin-2-yl)-1-methyl-1,6-dihydroimidazo[4,5-d]pyrrolo[2,3-b]pyridine-4-yl(methyl)carbamate), FC(C(=O)O)(F)F (trifluoroacetic acid). Solvent: C(Cl)Cl (methylene chloride). Conditions: time 0.25 hour. Product: CN1C=NC=2C1=C1C(=NC2NC)NC(=C1)C1=CC=CC(=N1)NC(C)=O (N-[6-[1,6-dihydro-1-methyl-4-(methylamino)imidazo[4,5-d]pyrrolo[2,3-b]pyridin-7-yl]-2-pyridinyl]-acetamide). RXN SMILES: C(O[C:6](=O)[N:7]([C:9]1[N:14]=[C:13]2[NH:15][C:16]([C:18]3[CH:23]=[CH:22][CH:21]=[C:20]([NH:24][C:25](=[O:27])[CH3:26])[N:19]=3)=[CH:17][C:12]2=[C:11]2[N:28]([CH3:31])[CH:29]=[N:30][C:10]=12)C)(C)(C)C.FC(F)(F)C(O)=O>C(Cl)Cl>[CH3:31][N:28]1[C:11]2=[C:12]3[CH:17]=[C:16]([C:18]4[N:19]=[C:20]([NH:24][C:25](=[O:27])[CH3:26])[CH:21]=[CH:22][CH:23]=4)[NH:15][C:13]3=[N:14][C:9]([NH:7][CH3:6])=[C:10]2[N:30]=[CH:29]1. Procedure details: A436.2 (55 mg, 0.13 mmol), was dissolved in DMA (5 mL) and the solution heated to 70° C. One equivalent of 1.0M potassium t-butoxide in THF (0.14 ml, 0.14 mmol) was quickly added and the reaction heated at 70° C. for thirty minutes. A second equivalent of 1.0M potassium t-butoxide in THF (0.14 ml, 0.14 mmol) was quickly added and the reaction mixture stirred an additional thirty minutes. The reaction mixture was concentrated in vacuo. The crude product residue was chromatographed on Silica Gel (...